Task: describe an organic reaction: reactants, conditions, products, and yield. Dataset: the Open Reaction Database (ORD), a public repository of structured organic reaction records The reactants are CO, O=[N+]([O-])c1cccc(F)c1NC1CC1. Yields the product Nc1cccc(F)c1NC1CC1. Reaction SMILES: [CH3:15][OH:16].[CH:1]1([NH:4][c:5]2[c:6]([F:14])[cH:7][cH:8][cH:9][c:10]2[N+:11]([O-:12])=[O:13])[CH2:2][CH2:3]1>>[CH:1]1([NH:4][c:5]2[c:6]([F:14])[cH:7][cH:8][cH:9][c:10]2[NH2:11])[CH2:2][CH2:3]1. Starting materials: C(=O)C1=CC=C2C=CC(=CC2=C1)C#N (7-Formyl-2-naphthalenecarbonitrile), Example 1, C(C)(C)O (isopropyl alcohol). Reagents/catalysts: [O-2].[Cr+3].[O-2].[O-2].[Cr+3] (chromium oxide). Run in CC(=O)C (acetone), S(O)(O)(=O)=O (sulfuric acid), O (water). Run at temperature 0 celsius, time 45 minute. Product: C(#N)C1=CC=C2C=CC(=CC2=C1)C(=O)O (7-cyano-2-naphthalenecarboxylic acid). RXN SMILES: [CH:1]([C:3]1[CH:12]=[C:11]2[C:6]([CH:7]=[CH:8][C:9]([C:13]#[N:14])=[CH:10]2)=[CH:5][CH:4]=1)=[O:2].C([OH:18])(C)C>CC(C)=O.S(=O)(=O)(O)O.O.[O-2].[Cr+3].[O-2].[O-2].[Cr+3]>[C:13]([C:9]1[CH:10]=[C:11]2[C:6]([CH:5]=[CH:4][C:3]([C:1]([OH:18])=[O:2])=[CH:12]2)=[CH:7][CH:8]=1)#[N:14] |f:5.6.7.8.9|. Reported procedure: 7-Formyl-2-naphthalenecarbonitrile obtained in Reference Example 1 (3.0 g) was dissolved in 50 ml of acetone. The solution was cooled to 0° C. with stirring, and a solution prepared by dissolving 10 g of chromium oxide (IV) in 11 ml of concentrated sulfuric acid and 50 ml of water was added until the mixture becomes orange yellow. The reaction solution was stirred at 0° C. for 90 minutes and then at room temperature for 45 minutes, followed by the addition of 2 ml of isopropyl alcohol. The react... Product: CCN(CC)CCC(=O)CC(C)Cc1cccc(OC)c1. Reaction SMILES: [CH2:6]([CH3:7])[N:8]([CH2:9][C:10]#[C:11][CH2:12][CH:13]([CH2:14][c:15]1[cH:16][c:17]([O:21][CH3:22])[cH:18][cH:19][cH:20]1)[CH3:23])[CH2:24][CH3:25].[O-:1][S:2](=[O:3])(=[O:4])[O-:5].[OH2:31].[S:26](=[O:27])(=[O:28])([OH:29])[OH:30]>>[O:1]=[C:11]([CH2:10][CH2:9][N:8]([CH2:6][CH3:7])[CH2:24][CH3:25])[CH2:12][CH:13]([CH2:14][c:15]1[cH:16][c:17]([O:21][CH3:22])[cH:18][cH:19][cH:20]1)[CH3:23]. The reactants are CCN(CC)CC#CCC(C)Cc1cccc(OC)c1, O=S(=O)([O-])[O-], O, O=S(=O)(O)O. Reactants: [BH4-].[Na+] (sodium borohydride), C([O-])(O)=O.[Na+] (sodium bicarbonate), C(=O)(OC(C)(C)C)N[C@@H](COCC1=CC=CC=C1)C(=O)O (N-BOC-O-benzylserine), CN1CCOCC1 (4-methylmorpholine), C(C(C)C)OC(=O)Cl (isobutylchloroformate). Run in O (water), 1/2, C(OC)COC (dimethoxyethane). Conditions: temperature 0 celsius, time 15 minute. Product: C(C1=CC=CC=C1)OC[C@H](CO)NC(=O)OC(C)(C)C (1-benzyloxy-2(S)-t-butoxycarbonylamino-3-hydroxypropane). RXN SMILES: [C:1]([NH:8][C@H:9]([C:19](O)=[O:20])[CH2:10][O:11][CH2:12][C:13]1[CH:18]=[CH:17][CH:16]=[CH:15][CH:14]=1)([O:3][C:4]([CH3:7])([CH3:6])[CH3:5])=[O:2].CN1CCOCC1.C(OC(Cl)=O)C(C)C.[BH4-].[Na+].C(=O)(O)[O-].[Na+]>C(COC)OC.O>[CH2:12]([O:11][CH2:10][C@@H:9]([NH:8][C:1]([O:3][C:4]([CH3:7])([CH3:6])[CH3:5])=[O:2])[CH2:19][OH:20])[C:13]1[CH:14]=[CH:15][CH:16]=[CH:17][CH:18]=1 |f:3.4,5.6|. Reported procedure: N-BOC-O-benzylserine (5.0 g, 16.9 mmol) in 30 mL dimethoxyethane was treated with 4-methylmorpholine (2.0 mL, 18.6 mmol) and cooled to 0° C. The solution was treated with isobutylchloroformate (2.3 mL, 17.8 mmol) and the resulting suspension stirred for 15 minutes, then filtered. The solids collected were washed with 2 portions of dimethoxyethane and the washings combined with the original filtrate. This material was cooled in an ice bath and treated with a cold solution of sodium borohydride (1... The reactants are C[C@H]1N(CCC1)C[C@H]1N(CCC1)C(=O)C1=CC=C(C=C1)B1OC(C(O1)(C)C)(C)C ([2-(S)-(2-(R)-methyl-pyrrolidin-1-ylmethyl)-pyrrolidin-1-yl]-[4-(4,4,5,5-tetramethyl-[1,3,2]dioxaborolan-2-yl)-phenyl]-methanone), BrC1=CC=C(S1)C(=O)N1CCCCC1 ((5-Bromo-thiophen-2-yl)-piperidin-1-yl-methanone). Product: C[C@H]1N(CCC1)C[C@H]1N(CCC1)C(=O)C1=CC=C(C=C1)C=1SC(=CC1)C(=O)N1CCCCC1 ([2-(S)-(2-(R)-methyl-pyrrolidin-1-ylmethyl)-pyrrolidin-1-yl]-{4-[5-(piperidine-1-carbonyl)-thiophen-2-yl]-phenyl}-methanone). Yield: 48.0%. As a reaction SMILES: [CH3:1][C@@H:2]1[CH2:6][CH2:5][CH2:4][N:3]1[CH2:7][C@@H:8]1[CH2:12][CH2:11][CH2:10][N:9]1[C:13]([C:15]1[CH:20]=[CH:19][C:18](B2OC(C)(C)C(C)(C)O2)=[CH:17][CH:16]=1)=[O:14].Br[C:31]1[S:35][C:34]([C:36]([N:38]2[CH2:43][CH2:42][CH2:41][CH2:40][CH2:39]2)=[O:37])=[CH:33][CH:32]=1>>[CH3:1][C@@H:2]1[CH2:6][CH2:5][CH2:4][N:3]1[CH2:7][C@@H:8]1[CH2:12][CH2:11][CH2:10][N:9]1[C:13]([C:15]1[CH:20]=[CH:19][C:18]([C:31]2[S:35][C:34]([C:36]([N:38]3[CH2:43][CH2:42][CH2:41][CH2:40][CH2:39]3)=[O:37])=[CH:33][CH:32]=2)=[CH:17][CH:16]=1)=[O:14]. Procedure: The title compound is prepared in a manner substantially analogous to General Procedure A using [2-(S)-(2-(R)-methyl-pyrrolidin-1-ylmethyl)-pyrrolidin-1-yl]-[4-(4,4,5,5-tetramethyl-[1,3,2]dioxaborolan-2-yl)-phenyl]-methanone (550 mg, 1.4 mmol) and (5-Bromo-thiophen-2-yl)-piperidin-1-yl-methanone (CAS 626242-11-3) (315 mg, 1.2 mmol) to give 260 mg (48% yield). MS (ES+) 466.2 (M+H)+